From a dataset of the Open Reaction Database (ORD), a public repository of structured organic reaction records. describe an organic reaction: reactants, conditions, products, and yield The reactants are C(=O)(OCC1=CC=CC=C1)NNC(=O)OC(C)(C)C (N-Cbz-N′-Boc-hydrazine), [H-].[Na+] (NaH), ClCC(=C)CCl (3-chloro-2chloromethyl-propene). Run in CN(C)C=O (DMF), CN(C)C=O (DMF). Conditions: time 20 minute. Yields the product C(C)(C)(C)OC(=O)N1N(CC(C1)=C)C(=O)OCC1=CC=CC=C1 (4-methylenepyrazolidine-1,2-dicarboxylic acid 1-benzyl ester 2-tert-butyl ester). RXN SMILES: [H-].[Na+].[C:3]([NH:13][NH:14][C:15]([O:17][C:18]([CH3:21])([CH3:20])[CH3:19])=[O:16])([O:5][CH2:6][C:7]1[CH:12]=[CH:11][CH:10]=[CH:9][CH:8]=1)=[O:4].Cl[CH2:23][C:24]([CH2:26]Cl)=[CH2:25]>CN(C=O)C>[C:18]([O:17][C:15]([N:14]1[CH2:26][C:24](=[CH2:23])[CH2:25][N:13]1[C:3]([O:5][CH2:6][C:7]1[CH:12]=[CH:11][CH:10]=[CH:9][CH:8]=1)=[O:4])=[O:16])([CH3:21])([CH3:20])[CH3:19] |f:0.1|. Procedure: To a suspension of NaH (3.81 g, 95.4 mmol) in DMF (80 mL) is add dropwise a solution of N-Cbz-N′-Boc-hydrazine (12.1 g, 45.4 mmol) in DMF (20 mL). The reaction mixture is stirred about 20 minutes and 3-chloro-2chloromethyl-propene (5.8 mL, 50 mmol) is added dropwise and the reaction is allowed to stir at room temperature until the reaction is complete by TLC, approximately 12 hours. The reaction solution is partitioned between ethyl acetate and water, the water layer being extracted several time... Reactants: [Br-].[Br-].C1(=CC=CC=C1)P(C1=CC=CC=C1)C1=CC=CC=C1 (triphenylphosphine dibromide), C(C)(C)C1=CNC2=CC=C(C=C12)OC1=C(C=C(CO)C=C1C(F)(F)F)C(F)(F)F (4-(3-Isopropyl-1H-indol-5-yloxy)-3,5-bis-trifluoromethyl-benzyl alcohol), N1=CC=CC=C1 (pyridine). The solvent is C(C)#N (acetonitrile). Reaction conditions: time 2 hour. The product is C(C)(C)C1=CNC2=CC=C(C=C12)OC1=C(C=C(CBr)C=C1C(F)(F)F)C(F)(F)F (4-(3-Isopropyl-1H-indol-5-yloxy)-3,5-bis-trifluoromethyl-benzyl bromide). RXN SMILES: [Br-:1].[Br-].C1(P(C2C=CC=CC=2)C2C=CC=CC=2)C=CC=CC=1.[CH:22]([C:25]1[C:33]2[C:28](=[CH:29][CH:30]=[C:31]([O:34][C:35]3[C:42]([C:43]([F:46])([F:45])[F:44])=[CH:41][C:38]([CH2:39]O)=[CH:37][C:36]=3[C:47]([F:50])([F:49])[F:48])[CH:32]=2)[NH:27][CH:26]=1)([CH3:24])[CH3:23].N1C=CC=CC=1>C(#N)C>[CH:22]([C:25]1[C:33]2[C:28](=[CH:29][CH:30]=[C:31]([O:34][C:35]3[C:42]([C:43]([F:46])([F:45])[F:44])=[CH:41][C:38]([CH2:39][Br:1])=[CH:37][C:36]=3[C:47]([F:50])([F:49])[F:48])[CH:32]=2)[NH:27][CH:26]=1)([CH3:24])[CH3:23] |f:0.1.2|. Reported procedure: 1.273 g (3.02 mmol) of triphenylphosphine dibromide are added under argon in portions at 0° C. to a solution of 0.97 g (2.32 mmol) of benzyl alcohol derivative from Example VI in 15 ml of acetonitrile and 0.3 ml (3.72 mmol) of pyridine. After 15 minutes the cooling bath is removed and the mixture is stirred for 2 hours at room temperature. The reaction solution is concentrated in vacuo, and the residue is dissolved in a little toluene and purified by chromatography on silica gel 60 by means of t... Starting materials: ClC1=C(C=C(C(=C1)Cl)Cl)OC([C@@H](NC(=O)OCC1=CC=CC=C1)CC1=CC=C(C=C1)O)=O (Carbobenzoxytyrosine 2,4,5-trichlorophenyl ester), 131, N[C@@H]([C@@H](C)CC)C(=O)O (isoleucine), CN(C=O)C (dimethylformamide), CN1CCOCC1 (N-methylmorpholine), N[C@@H]([C@@H](C)CC)C(=O)O (isoleucine). The solvent is O (Water). Run at time 48 hour. Yields the product N[C@@H](CC1=CC=C(C=C1)O)C(=O)N[C@@H]([C@@H](C)CC)C(=O)O (Tyr-Ile). As a reaction SMILES: ClC1C=C(Cl)C(Cl)=CC=1O[C:11](=[O:32])[C@H:12]([CH2:24][C:25]1[CH:30]=[CH:29][C:28]([OH:31])=[CH:27][CH:26]=1)[NH:13]C(OCC1C=CC=CC=1)=O.[NH2:33][C@H:34]([C:39]([OH:41])=[O:40])[C@H:35]([CH2:37][CH3:38])[CH3:36].CN(C)C=O.CN1CCOCC1>O>[NH2:13][C@H:12]([C:11]([NH:33][C@H:34]([C:39]([OH:41])=[O:40])[C@H:35]([CH2:37][CH3:38])[CH3:36])=[O:32])[CH2:24][C:25]1[CH:26]=[CH:27][C:28]([OH:31])=[CH:29][CH:30]=1. Reported procedure: Carbobenzoxytyrosine 2,4,5-trichlorophenyl ester (544 parts) is added to a suspension of 131 parts of isoleucine in 2000 parts by volume of dimethylformamide. After adding 101 parts of N-methylmorpholine, the mixture is stirred 48 hours at room temperature. Unreacted isoleucine is still present. Water (500 parts by volume) is added and stirring is continued for another 48 hours. The mixture is concentrated to dryness under high vacuum at 40°. The residue is dissolved in 2000 parts by volume of e... Reaction conditions: time 18 hour. As a reaction SMILES: [CH3:1][I:2].[CH2:3]([O:7][C:8]1[C:9]([C:13]2[CH:14]=[N:15][CH:16]=[CH:17][CH:18]=2)=[N:10][O:11][N:12]=1)[CH2:4][CH2:5][CH3:6]>CC(C)=O>[I-:2].[CH2:3]([O:7][C:8]1[C:9]([C:13]2[CH2:14][N:15]([CH3:1])[CH:16]=[CH:17][CH:18]=2)=[N:10][O:11][N:12]=1)[CH2:4][CH2:5][CH3:6] |f:3.4|. Reactants: CI (methyl iodide), C(CCC)OC=1C(=NON1)C=1C=NC=CC1 (3-(4-butyloxy-1,2,5- oxadiazol-3-yl)pyridine). Reported procedure: A mixture of methyl iodide (1 ml, 15 mmol) and 3-(4-butyloxy-1,2,5- oxadiazol-3-yl)pyridine (1.9 mmol) in acetone (10 ml) was stirred at room temperature for 18 h and evaporated. Run in CC(=O)C (acetone). The product is [I-].C(CCC)OC=1C(=NON1)C=1CN(C=CC1)C (3-(4-butyloxy-1,2,5-oxadiazol-3-yl)-1-methylpyridine iodide). The reactants are C1CCOC1, CCOC(=O)c1ccc(OCC2CCCCC2)c([N+](=O)[O-])c1, [Li+], [OH-]. Product: O=C(O)c1ccc(OCC2CCCCC2)c([N+](=O)[O-])c1. As a reaction SMILES: [CH2:25]1[O:26][CH2:27][CH2:28][CH2:29]1.[CH:1]1([CH2:7][O:8][c:9]2[c:10]([N+:20](=[O:21])[O-:22])[cH:11][c:12]([C:13](=[O:14])[O:15][CH2:16][CH3:17])[cH:18][cH:19]2)[CH2:2][CH2:3][CH2:4][CH2:5][CH2:6]1.[Li+:23].[OH-:24]>>[CH:1]1([CH2:7][O:8][c:9]2[c:10]([N+:20](=[O:21])[O-:22])[cH:11][c:12]([C:13](=[O:14])[OH:15])[cH:18][cH:19]2)[CH2:2][CH2:3][CH2:4][CH2:5][CH2:6]1. The reactants are COC(=O)c1cccc(-c2ccc(CNC(=O)c3cccnc3Oc3cccc(C#N)c3)c(F)c2)c1, Cl, [Li+], C1CCOC1, [OH-], O. Product: N#Cc1cccc(Oc2ncccc2C(=O)NCc2ccc(-c3cccc(C(=O)O)c3)cc2F)c1. Reaction SMILES: [CH3:1][O:2][C:3](=[O:4])[c:5]1[cH:6][c:7](-[c:11]2[cH:12][c:13]([F:36])[c:14]([CH2:17][NH:18][C:19](=[O:20])[c:21]3[c:22]([O:27][c:28]4[cH:29][c:30]([C:34]#[N:35])[cH:31][cH:32][cH:33]4)[n:23][cH:24][cH:25][cH:26]3)[cH:15][cH:16]2)[cH:8][cH:9][cH:10]1.[ClH:39].[Li+:38].[O:40]1[CH2:41][CH2:42][CH2:43][CH2:44]1.[OH-:37].[OH2:45]>>[O:2]=[C:3]([OH:4])[c:5]1[cH:6][c:7](-[c:11]2[cH:12][c:13]([F:36])[c:14]([CH2:17][NH:18][C:19](=[O:20])[c:21]3[c:22]([O:27][c:28]4[cH:29][c:30]([C:34]#[N:35])[cH:31][cH:32][cH:33]4)[n:23][cH:24][cH:25][cH:26]3)[cH:15][cH:16]2)[cH:8][cH:9][cH:10]1.